This data is from the Open Reaction Database (ORD), a public repository of structured organic reaction records. The task is: describe an organic reaction: reactants, conditions, products, and yield Starting materials: C(C)OP(OCC)(=O)CCNS(=O)(=O)CCCCC1=C(C=CC=C1)OCCCCC1CCN(CC1)C(=O)OC(C)(C)C ((2-[4-[4-(N-t-Butyloxycarbonylpiperidin-4-yl)butyloxyphenyl]-1-n-butylsulfonylamino]}ethanephosphonic acid diethyl ester), C[Si](C)(C)Br (TMSBr), CCO.[NH4+].[OH-].O (EtOH NH4OH H2O). Solvent: C(Cl)(Cl)Cl (CHCl3). The product is N1CCC(CC1)CCCCOC1=C(C=CC=C1)CCCCS(=O)(=O)NCCP(O)(=O)O ({2-[4-[4-(Piperidin-4-yl)butyloxyphenyl]-1-n-butylsulfonylamino]}ethanephosphonic acid). RXN SMILES: C([O:3][P:4]([CH2:9][CH2:10][NH:11][S:12]([CH2:15][CH2:16][CH2:17][CH2:18][C:19]1[CH:24]=[CH:23][CH:22]=[CH:21][C:20]=1[O:25][CH2:26][CH2:27][CH2:28][CH2:29][CH:30]1[CH2:35][CH2:34][N:33](C(OC(C)(C)C)=O)[CH2:32][CH2:31]1)(=[O:14])=[O:13])(=[O:8])[O:5]CC)C.C[Si](Br)(C)C.CCO.[NH4+].[OH-].O>C(Cl)(Cl)Cl>[NH:33]1[CH2:34][CH2:35][CH:30]([CH2:29][CH2:28][CH2:27][CH2:26][O:25][C:20]2[CH:21]=[CH:22][CH:23]=[CH:24][C:19]=2[CH2:18][CH2:17][CH2:16][CH2:15][S:12]([NH:11][CH2:10][CH2:9][P:4]([OH:8])(=[O:3])[OH:5])(=[O:14])=[O:13])[CH2:31][CH2:32]1 |f:2.3.4.5|. Procedure: A solution of 6-9 (0.63 g, 0.142 mmol) in CHCl3 (5 ml) at rt was treated with TMSBr (0.85 mmol) for 16 hrs. The solvent was removed and the residue was dissolved in 10% aqueous acetone and this stripped to dryness. The residue was mixed with toluene and the resulting gum was purified by flash chromatography on silica gel eluting with 4:1:1 EtOH/H2O/NH4OH to provide pure 6-11. Rf 0.38 (silica gel, 4:1:1 EtOH/NH4OH/H2O ##STR61## Starting materials: COc1ccc(C2Sc3cc(Cl)ccc3N(CCN(C)C(=O)OCc3ccccc3)C(=O)C2O)cc1, CCO, Cl. Yields the product CNCCN1C(=O)C(O)C(c2ccc(OC)cc2)Sc2cc(Cl)ccc21. As a reaction SMILES: [CH3:1][O:2][c:3]1[cH:4][cH:5][c:6]([CH:9]2[S:10][c:11]3[c:12]([cH:32][cH:33][c:34]([Cl:36])[cH:35]3)[N:13]([CH2:18][CH2:19][N:20]([CH3:21])[C:22]([O:23][CH2:24][c:25]3[cH:26][cH:27][cH:28][cH:29][cH:30]3)=[O:31])[C:14](=[O:17])[CH:15]2[OH:16])[cH:7][cH:8]1.[CH3:38][CH2:39][OH:40].[ClH:37]>>[CH3:1][O:2][c:3]1[cH:4][cH:5][c:6]([CH:9]2[S:10][c:11]3[c:12]([cH:32][cH:33][c:34]([Cl:36])[cH:35]3)[N:13]([CH2:18][CH2:19][NH:20][CH3:21])[C:14](=[O:17])[CH:15]2[OH:16])[cH:7][cH:8]1.